Task: describe an organic reaction: reactants, conditions, products, and yield. Dataset: the Open Reaction Database (ORD), a public repository of structured organic reaction records Starting materials: C(CCCCCCCCCCCCCCCCC)O (stearyl alcohol), TEA, Example 6 ( II ), C(C)(C)(C)OC(=O)N[C@@H](C(C)C)C(=O)N[C@H](CCC(=O)O)C(N)=O (t-Butyloxycarbonyl-L-valyl-D-isoglutamine), ClC=1C=CC2=C(N(N=N2)OS(=O)(=O)C2=CC=C(C=C2)Cl)C1 (6-chloro-1-p-chlorobenzenesulfonyloxybenzotriazole), TEA, Example 6 ( II ). The solvent is CN(C)C=O (DMF). Yields the product C(C)(C)(C)OC(=O)N[C@@H](C(C)C)C(=O)N[C@H](CCC(=O)OCCCCCCCCCCCCCCCCCC)C(N)=O (stearyl t-butyloxycarbonyl-L-valyl-D-isoglutaminate). Yield: 36.8%. As a reaction SMILES: [C:1]([O:5][C:6]([NH:8][C@H:9]([C:13]([NH:15][C@@H:16]([C:22](=[O:24])[NH2:23])[CH2:17][CH2:18][C:19]([OH:21])=[O:20])=[O:14])[CH:10]([CH3:12])[CH3:11])=[O:7])([CH3:4])([CH3:3])[CH3:2].ClC1C=CC2N=NN(OS(C3C=CC(Cl)=CC=3)(=O)=O)C=2C=1.[CH2:46](O)[CH2:47][CH2:48][CH2:49][CH2:50][CH2:51][CH2:52][CH2:53][CH2:54][CH2:55][CH2:56][CH2:57][CH2:58][CH2:59][CH2:60][CH2:61][CH2:62][CH3:63]>CN(C=O)C>[C:1]([O:5][C:6]([NH:8][C@H:9]([C:13]([NH:15][C@@H:16]([C:22](=[O:24])[NH2:23])[CH2:17][CH2:18][C:19]([O:21][CH2:63][CH2:62][CH2:61][CH2:60][CH2:59][CH2:58][CH2:57][CH2:56][CH2:55][CH2:54][CH2:53][CH2:52][CH2:51][CH2:50][CH2:49][CH2:48][CH2:47][CH3:46])=[O:20])=[O:14])[CH:10]([CH3:12])[CH3:11])=[O:7])([CH3:3])([CH3:4])[CH3:2]. Procedure details: t-Butyloxycarbonyl-L-valyl-D-isoglutamine (1.73 g, 5 mmol) and 6-chloro-1-p-chlorobenzenesulfonyloxybenzotriazole (2.06 g, 6 mmol) were reacted in DMF (5 ml) in the presence of TEA (0.84 ml) in a similar manner to that in Example 6 (II). Then stearyl alcohol (4.05 g, 15 mmol) and TEA (0.7 ml) were added and the mixture was reacted at room temperature for 20 hours. The usual work-up as described in Example 6 (II) gave stearyl t-butyloxycarbonyl-L-valyl-D-isoglutaminate (1.10 g). m.p. 88°-89° C. [... Reactants: CS(C)=O, N#Cc1ncc(CCl)cc1Cl, N#C[Na], O. The product is N#CCc1cnc(C#N)c(Cl)c1. As a reaction SMILES: [CH3:15][S:16]([CH3:17])=[O:18].[Cl:1][c:2]1[c:3]([C:10]#[N:11])[n:4][cH:5][c:6]([CH2:8][Cl:9])[cH:7]1.[Na:12][C:13]#[N:14].[OH2:19]>>[Cl:1][c:2]1[c:3]([C:10]#[N:11])[n:4][cH:5][c:6]([CH2:8][C:13]#[N:14])[cH:7]1. Starting materials: C(C(=O)[O-])(=O)OCC (ethyl oxalate), C(C)Br (ethyl bromide), [Mg] (magnesium), BrC1=C(C=CC=C1)COC(C)OCC (1-bromo-2-(1-ethoxyethyl)oxymethylbenzene). Run in C1CCOC1 (THF), O (water), C1CCOC1 (THF), C1CCOC1 (THF). Reaction conditions: time 1 hour. The product is C(C)OC(C)OCC1=C(C=CC=C1)C(C(=O)OCC)=O (ethyl 2-[2-{(1-ethoxyethyl)oxymethyl}phenyl]-2-oxoacetate). The yield is 68.4%. As a reaction SMILES: Br[C:2]1[CH:7]=[CH:6][CH:5]=[CH:4][C:3]=1[CH2:8][O:9][CH:10]([O:12][CH2:13][CH3:14])[CH3:11].C(Br)C.[Mg].[C:19]([O:24][CH2:25][CH3:26])(=[O:23])[C:20]([O-])=[O:21]>O.C1COCC1>[CH2:13]([O:12][CH:10]([O:9][CH2:8][C:3]1[CH:4]=[CH:5][CH:6]=[CH:7][C:2]=1[C:20](=[O:21])[C:19]([O:24][CH2:25][CH3:26])=[O:23])[CH3:11])[CH3:14]. Procedure details: A mixed solution of 1-bromo-2-(1-ethoxyethyl)oxymethylbenzene (3.11 g, 0.012 mol) and dry THF (10 ml) was added dropwise at 50° to 60° C. over 25 minutes to a solution prepared by adding dry THF (2 ml) and ethyl bromide (0.2 ml) to magnesium (0.44 g, 0.018 mol) in a stream of nitrogen. After completion of the addition, the mixture was stirred at 50° to 60° C. for 1 hour and cooled to room temperature. After cooling, the mixture was added dropwise to a mixed solution of ethyl oxalate (2.63 g, 0.0... The reactants are CCO, O=C(O)c1ccccc1SCCCCl, [Na], Oc1ccc(CCc2ccncc2)cc1. Product: O=C(O)c1ccccc1SCCCOc1ccc(CCc2ccncc2)cc1. Reaction SMILES: [CH3:31][CH2:32][OH:33].[Cl:17][CH2:18][CH2:19][CH2:20][S:21][c:22]1[c:23]([C:24](=[O:25])[OH:26])[cH:27][cH:28][cH:29][cH:30]1.[Na:1].[n:2]1[cH:3][cH:4][c:5]([CH2:8][CH2:9][c:10]2[cH:11][cH:12][c:13]([OH:16])[cH:14][cH:15]2)[cH:6][cH:7]1>>[n:2]1[cH:3][cH:4][c:5]([CH2:8][CH2:9][c:10]2[cH:11][cH:12][c:13]([O:16][CH2:18][CH2:19][CH2:20][S:21][c:22]3[c:23]([C:24](=[O:25])[OH:26])[cH:27][cH:28][cH:29][cH:30]3)[cH:14][cH:15]2)[cH:6][cH:7]1. Reactants: IC1=CC=C(S1)C1=NC(=NC=C1)NCCN1C(NC(C1(C)C)=O)=O (1-{2-[4-(5-iodothiophen-2-yl)pyrimidin-2-ylamino]ethyl}-5,5-dimethyl-imidazolidine-2,4-dione), CC=1C=C(C=CC1)S (3-methylthiophenol). The product is CC1(C(NC(N1CCNC1=NC=CC(=N1)C=1SC(=CC1)SC=1C=C(C=CC1)C)=O)=O)C (5,5-dimethyl-1-(2-{4-[5-(m-tolylthio)thiophen-2-yl]pyrimidin-2-ylamino}ethyl)imidazolidine-2,4-dione). RXN SMILES: I[C:2]1[S:6][C:5]([C:7]2[CH:12]=[CH:11][N:10]=[C:9]([NH:13][CH2:14][CH2:15][N:16]3[C:20]([CH3:22])([CH3:21])[C:19](=[O:23])[NH:18][C:17]3=[O:24])[N:8]=2)=[CH:4][CH:3]=1.[CH3:25][C:26]1[CH:27]=[C:28]([SH:32])[CH:29]=[CH:30][CH:31]=1>>[CH3:21][C:20]1([CH3:22])[N:16]([CH2:15][CH2:14][NH:13][C:9]2[N:8]=[C:7]([C:5]3[S:6][C:2]([S:32][C:28]4[CH:27]=[C:26]([CH3:25])[CH:31]=[CH:30][CH:29]=4)=[CH:3][CH:4]=3)[CH:12]=[CH:11][N:10]=2)[C:17](=[O:24])[NH:18][C:19]1=[O:23]. Procedure: The title compound was prepared from 1-{2-[4-(5-iodothiophen-2-yl)pyrimidin-2-ylamino]ethyl}-5,5-dimethyl-imidazolidine-2,4-dione and 3-methylthiophenol in a manner analogous to Example 259. MS (M+H)+ 454. The reactants are ClC=1C=C(C2=C(OCO2)C1)C=O (6-Chlorobenzo[d][1,3]dioxole-4-carbaldehyde), C[Mg+].[Br-] (MeMgBr). Run in C(C)OCC (diethyl ether). Conditions: temperature 0 celsius, time 10 minute. Yields the product ClC1=CC2=C(OCO2)C(=C1)C(C)O (1-(5-Chlorobenzo[d][1,3]dioxol-7-yl)ethanol). As a reaction SMILES: [Cl:1][C:2]1[CH:3]=[C:4]([CH:11]=[O:12])[C:5]2[O:9][CH2:8][O:7][C:6]=2[CH:10]=1.[CH3:13][Mg+].[Br-]>C(OCC)C>[Cl:1][C:2]1[CH:3]=[C:4]([CH:11]([OH:12])[CH3:13])[C:5]2[O:9][CH2:8][O:7][C:6]=2[CH:10]=1 |f:1.2|. Procedure: 6-Chlorobenzo[d][1,3]dioxole-4-carbaldehyde (147.0 mg, 0.79 mmol) was dissolved in 6 mL of diethyl ether and cooled to 0° C. MeMgBr (0.60 mL, 1.99 mmol) was added to the solution and the ice bath was removed. The reaction was allowed to stir at rt for 10 min and at reflux for 30 min. The reaction was cooled to 0° C. and 10 mL of sat NH4Cl were added to quench the reaction. The diethyl ether layer was separated and washed with water (10 mL×2). The organic layer was dried over Na2SO4 and the solve... The reactants are BrC1=CC=C(C=C1)S(=O)(=O)Cl (4-Bromobenzene sulfonyl chloride), C(C(C)C)N (isobutylamine). Solvent: ClCCl (dichloromethane). Yields the product BrC1=CC=C(C=C1)S(=O)(=O)NCC(C)C (4-bromo-N-isobutylbenzenesulfonamide). Yield: 26.3%. Reaction SMILES: [Br:1][C:2]1[CH:7]=[CH:6][C:5]([S:8](Cl)(=[O:10])=[O:9])=[CH:4][CH:3]=1.[CH2:12]([NH2:16])[CH:13]([CH3:15])[CH3:14]>ClCCl>[Br:1][C:2]1[CH:7]=[CH:6][C:5]([S:8]([NH:16][CH2:12][CH:13]([CH3:15])[CH3:14])(=[O:10])=[O:9])=[CH:4][CH:3]=1. Reported procedure: According to general procedure C, 4-Bromobenzene sulfonyl chloride (0.40 g, 1.56 mmol) and isobutylamine (0.39 mL, 3.90 mmol) were stirred together with dry dichloromethane (5 mL) for 16 hours. 4-bromo-N-isobutylbenzenesulfonamide (0.12 g, 28%) was provided after purification. MS (ESI) m/z 292.HPLC purity 100.0% at 210-370 nm, 9.4 min.; the Xterra® RP18 column, 3.5μ, 150×4.6 mm column, 1.2 mL/min., 85/15-5/95 (ammonium formate buffer pH=3.5/ACN+MeOH) for 10 min., hold 4 min.